This data is from the Open Reaction Database (ORD), a public repository of structured organic reaction records. The task is: describe an organic reaction: reactants, conditions, products, and yield Reactants: Cl (hydrochloric acid), COC1=C(CN)C(=CC=C1)OC (2,6-dimethoxybenzylamine), [N-](C#N)C#N.[Na+] (sodium dicyanamide). Conditions: time 12 hour. Product: C(#N)NC(=N)NCC1=C(C=CC=C1OC)OC (N-cyano-N′-(2,6-dimethoxybenzyl)guanidine). As a reaction SMILES: Cl.[CH3:2][O:3][C:4]1[CH:11]=[CH:10][CH:9]=[C:8]([O:12][CH3:13])[C:5]=1[CH2:6][NH2:7].[N-:14]([C:17]#[N:18])[C:15]#[N:16].[Na+]>>[C:15]([NH:14][C:17]([NH:7][CH2:6][C:5]1[C:8]([O:12][CH3:13])=[CH:9][CH:10]=[CH:11][C:4]=1[O:3][CH3:2])=[NH:18])#[N:16] |f:2.3|. Reported procedure: 15 ml 2N hydrochloric acid were added to 5.0 g (29.9 mmol) 2,6-dimethoxybenzylamine and the aqueous phase was subsequently removed under vacuum. The residue was then dissolved in 50 ml 1-butanol and 2.66 g (29.9 mmol) of sodium dicyanamide were added. The reaction mixture was heated for 5.5 hours at reflux and stirred for 12 hours at room temperature. The precipitate formed was filtered off, was washed with diethylether; 6.81 g. The reactants are [BH4-], C1CCOC1, COCC(=O)N1CCc2cc(OC)c([N+](=O)[O-])cc21, CO, [Na+]. Product: COCC(=O)N1CCc2cc(OC)c(N)cc21. RXN SMILES: [BH4-:20].[CH2:22]1[O:23][CH2:24][CH2:25][CH2:26]1.[CH3:1][O:2][c:3]1[cH:4][c:5]2[c:9]([cH:10][c:11]1[N+:12]([O-:13])=[O:14])[N:8]([C:15]([CH2:16][O:17][CH3:18])=[O:19])[CH2:7][CH2:6]2.[CH3:27][OH:28].[Na+:21]>>[CH3:1][O:2][c:3]1[cH:4][c:5]2[c:9]([cH:10][c:11]1[NH2:12])[N:8]([C:15]([CH2:16][O:17][CH3:18])=[O:19])[CH2:7][CH2:6]2. The reactants are C(C1=CC=CC=C1)OC(C(C(=O)O)C1=CC=CC=C1)=O (phenyl malonic acid monobenzyl ester), Cl.C(N)(=N)C1=CC=C(N)C=C1 (4-amidino aniline hydrochloride), [B-](F)(F)(F)F.CCOC(=O)C(=NOC(=[N+](C)C)N(C)C)C#N (TOTU), CCN(C(C)C)C(C)C (DIPEA). The solvent is CN(C)C=O (DMF). Conditions: temperature 0 celsius, time 8 hour. Product: C(C1=CC=CC=C1)OC(C(C(=O)NC1=CC=C(C=C1)C(N)=N)C1=CC=CC=C1)=O (N-(4-Carbamimidoyl-phenyl)-2-phenyl-malonamic acid benzyl ester). RXN SMILES: [CH2:1]([O:8][C:9](=[O:20])[CH:10]([C:14]1[CH:19]=[CH:18][CH:17]=[CH:16][CH:15]=1)[C:11]([OH:13])=O)[C:2]1[CH:7]=[CH:6][CH:5]=[CH:4][CH:3]=1.Cl.[C:22]([C:25]1[CH:31]=[CH:30][C:28]([NH2:29])=[CH:27][CH:26]=1)(=[NH:24])[NH2:23].[B-](F)(F)(F)F.CCOC(C(C#N)=NOC(N(C)C)=[N+](C)C)=O.CCN(C(C)C)C(C)C>CN(C=O)C>[CH2:1]([O:8][C:9](=[O:20])[CH:10]([C:14]1[CH:19]=[CH:18][CH:17]=[CH:16][CH:15]=1)[C:11]([NH:29][C:28]1[CH:30]=[CH:31][C:25]([C:22](=[NH:23])[NH2:24])=[CH:26][CH:27]=1)=[O:13])[C:2]1[CH:3]=[CH:4][CH:5]=[CH:6][CH:7]=1 |f:1.2,3.4|. Procedure details: 10 g (37 mmol) phenyl malonic acid monobenzyl ester and 7.7 g (37 mmol) 4-amidino aniline hydrochloride were dissolved in 60 ml DMF and cooled to 0° C. 12.2 g (37 mmol) TOTU and 19 ml (111 mmol) DIPEA were added and the mixture stirred at rt overnight. The reactants are C(C=1C(O)=CC=CC1)=O (salicylaldehyde), C(CCCCCCCCCC)Br (undecylbromide), C([O-])([O-])=O.[K+].[K+] (potassium carbonate). The solvent is CN(C=O)C (dimethylformamide), CCCCCC (hexane). Run at temperature 100 celsius. Yields the product C(CCCCCCCCCC)OC1=C(C=O)C=CC=C1 (2-Undecyloxybenzaldehyde). RXN SMILES: [CH:1](=[O:9])[C:2]1[C:3](=[CH:5][CH:6]=[CH:7][CH:8]=1)[OH:4].[CH2:10](Br)[CH2:11][CH2:12][CH2:13][CH2:14][CH2:15][CH2:16][CH2:17][CH2:18][CH2:19][CH3:20].C(=O)([O-])[O-].[K+].[K+]>CN(C)C=O.CCCCCC>[CH2:20]([O:4][C:3]1[CH:5]=[CH:6][CH:7]=[CH:8][C:2]=1[CH:1]=[O:9])[CH2:19][CH2:18][CH2:17][CH2:16][CH2:15][CH2:14][CH2:13][CH2:12][CH2:11][CH3:10] |f:2.3.4|. Procedure details: A mixture of salicylaldehyde (10.15 moles), undecylbromide (10.3 mmoles) and potassium carbonate (11.7 mmoles) in dimethylformamide (10 ml) is heated to 100° C. for 1 hour and then is cooled. The reaction mixture is taken up in hexane and is washed with 5 percent sodium hydroxide and brine. After treatment with anhydrous magnesium sulfate and charcoal, the volatiles are removed under vacuum and the residue is purified by flash chromatography to give the desired product. The reactants are COC(=O)C=1C=CC2=C(N=C(O2)C2=CC=C(C=C2)F)C1 (2-(4-Fluoro-phenyl)-benzooxazole-5-carboxylic acid methyl ester), FC=1C=C(C=CC1)C=1OC2=C(N1)C=C(C=C2)CO ([2-(3-Fluoro-phenyl)-benzooxazol-5-yl]-methanol). The product is FC1=CC=C(C=C1)C=1OC2=C(N1)C=C(C=C2)CO ([2-(4-Fluoro-phenyl)-benzooxazol-5-yl]-methanol). As a reaction SMILES: C[O:2][C:3]([C:5]1[CH:6]=[CH:7][C:8]2[O:12][C:11]([C:13]3[CH:18]=[CH:17][C:16]([F:19])=[CH:15][CH:14]=3)=[N:10][C:9]=2[CH:20]=1)=O.FC1C=C(C2OC3C=CC(CO)=CC=3N=2)C=CC=1>>[F:19][C:16]1[CH:15]=[CH:14][C:13]([C:11]2[O:12][C:8]3[CH:7]=[CH:6][C:5]([CH2:3][OH:2])=[CH:20][C:9]=3[N:10]=2)=[CH:18][CH:17]=1. Reported procedure: Compound 74A was reacted in a manner analogous to Compound 69B to give the title product. MS m/z 244 (M+1). Reactants: N1N=CC2=CC(=CC=C12)C(=O)OC (methyl 1H-indazole-5-carboxylate), [O-]S(=O)(=O)[O-].[Na+].[Na+] (Na2SO4), [H-].C(C(C)C)[Al+]CC(C)C (diisobutylaluminum hydride), [O-]S(=O)(=O)[O-].[Na+].[Na+] (Na2SO4). Run in C1(=CC=CC=C1)C (toluene). Run at time 3 hour. Product: N1N=CC2=CC(=CC=C12)CO ((1H-indazol-5-yl)methanol). Isolated yield 50.0%. Reaction SMILES: [NH:1]1[C:9]2[C:4](=[CH:5][C:6]([C:10](OC)=[O:11])=[CH:7][CH:8]=2)[CH:3]=[N:2]1.[H-].C([Al+]CC(C)C)C(C)C.[O-]S([O-])(=O)=O.[Na+].[Na+]>C1(C)C=CC=CC=1>[NH:1]1[C:9]2[C:4](=[CH:5][C:6]([CH2:10][OH:11])=[CH:7][CH:8]=2)[CH:3]=[N:2]1 |f:1.2,3.4.5|. Reported procedure: To a solution of methyl 1H-indazole-5-carboxylate (300 mg, 1.69 mmol, prepared according to the procedure described in JP-11-228513) in 8.5 mL of dry toluene was added diisobutylaluminum hydride (1 mol/L in n-hexane, 3.4 mL) under nitrogen at −78° C. After the reaction mixture was stirred at the same temperature for 3 h, saturated Na2SO4 aqueous solution was added carefully at 0° C. After the solution was stirred at room temperature, a sufficient amount of Na2SO4 was added with additional stirri... The reactants are BrCCCOc1cccc2ncccc12, NCC1COc2cc3c(cc2O1)OCO3, CCN(C(C)C)C(C)C, CN(C)C=O. Yields the product c1cc(OCCCNCC2COc3cc4c(cc3O2)OCO4)c2cccnc2c1. RXN SMILES: [Br:16][CH2:17][CH2:18][CH2:19][O:20][c:21]1[c:22]2[cH:23][cH:24][cH:25][n:26][c:27]2[cH:28][cH:29][cH:30]1.[CH2:1]1[O:2][c:3]2[cH:4][c:5]3[c:6]([cH:13][c:14]2[O:15]1)[O:7][CH:8]([CH2:11][NH2:12])[CH2:9][O:10]3.[CH:31]([N:32]([CH:33]([CH3:34])[CH3:35])[CH2:36][CH3:37])([CH3:38])[CH3:39].[O:40]=[CH:41][N:42]([CH3:43])[CH3:44]>>[CH2:1]1[O:2][c:3]2[cH:4][c:5]3[c:6]([cH:13][c:14]2[O:15]1)[O:7][CH:8]([CH2:11][NH:12][CH2:17][CH2:18][CH2:19][O:20][c:21]1[c:22]2[cH:23][cH:24][cH:25][n:26][c:27]2[cH:28][cH:29][cH:30]1)[CH2:9][O:10]3. Reactants: CCOC(=O)CC#N, C1CCC2=NCCCN2CC1, BrCCOCCBr, CN(C)C=O, O. Product: CCOC(=O)C1(C#N)CCOCC1. As a reaction SMILES: [C:1](#[N:2])[CH2:3][C:4](=[O:5])[O:6][CH2:7][CH3:8].[N:9]12[CH2:10][CH2:11][CH2:12][N:13]=[C:14]1[CH2:15][CH2:16][CH2:17][CH2:18][CH2:19]2.[O:20]([CH2:21][CH2:22][Br:26])[CH2:24][CH2:25][Br:23].[O:28]=[CH:29][N:30]([CH3:31])[CH3:32].[OH2:27]>>[C:1](#[N:2])[C:3]1([C:4](=[O:5])[O:6][CH2:7][CH3:8])[CH2:22][CH2:21][O:20][CH2:24][CH2:25]1. Starting materials: CCN=C=S, CN(C)C=O, [Cl-], COc1cc2ncnc(N3CCN(C(=O)Nc4ccc(N)cc4)CC3)c2cc1OC, [Na+], O. The product is CCNC(=S)Nc1ccc(NC(=O)N2CCN(c3ncnc4cc(OC)c(OC)cc34)CC2)cc1. Reaction SMILES: [CH2:31]([CH3:32])[N:33]=[C:34]=[S:35].[CH3:39][N:40]([CH3:41])[CH:42]=[O:43].[Cl-:38].[NH2:1][c:2]1[cH:3][cH:4][c:5]([NH:8][C:9](=[O:10])[N:11]2[CH2:12][CH2:13][N:14]([c:17]3[n:18][cH:19][n:20][c:21]4[cH:22][c:23]([O:29][CH3:30])[c:24]([O:27][CH3:28])[cH:25][c:26]34)[CH2:15][CH2:16]2)[cH:6][cH:7]1.[Na+:37].[OH2:36]>>[NH:1]([c:2]1[cH:3][cH:4][c:5]([NH:8][C:9](=[O:10])[N:11]2[CH2:12][CH2:13][N:14]([c:17]3[n:18][cH:19][n:20][c:21]4[cH:22][c:23]([O:29][CH3:30])[c:24]([O:27][CH3:28])[cH:25][c:26]34)[CH2:15][CH2:16]2)[cH:6][cH:7]1)[C:34]([NH:33][CH2:31][CH3:32])=[S:35].